Dataset: the Open Reaction Database (ORD), a public repository of structured organic reaction records. Task: describe an organic reaction: reactants, conditions, products, and yield Starting materials: O=C([O-])[O-], CN(C)C=O, ClC(Cl)Cl, [K+], [K+], N#Cc1cc(F)cc(-c2nc(-c3ccccn3)no2)c1, c1c[nH]cn1. The product is N#Cc1cc(-c2nc(-c3ccccn3)no2)cc(-n2ccnc2)c1. Reaction SMILES: [C:21](=[O:22])([O-:23])[O-:24].[CH3:32][N:33]([CH3:34])[CH:35]=[O:36].[CH:37]([Cl:38])([Cl:39])[Cl:40].[K+:25].[K+:26].[n:1]1[c:2](-[c:7]2[n:8][o:9][c:10](-[c:12]3[cH:13][c:14]([C:19]#[N:20])[cH:15][c:16]([F:18])[cH:17]3)[n:11]2)[cH:3][cH:4][cH:5][cH:6]1.[nH:27]1[cH:28][n:29][cH:30][cH:31]1>>[n:1]1[c:2](-[c:7]2[n:8][o:9][c:10](-[c:12]3[cH:13][c:14]([C:19]#[N:20])[cH:15][c:16](-[n:27]4[cH:28][n:29][cH:30][cH:31]4)[cH:17]3)[n:11]2)[cH:3][cH:4][cH:5][cH:6]1. Run at time 8 hour. Procedure: To a mixture of 2-[(2-Oxopiperazin-1-yl)methyl]-2,3-dihydro-1H-indene-5-carbonitrile (170 mg, 0.70 mmol), NaBH3CN (84 mg, 1.3 mmol) and HOAc (80 mg, 1.3 mmol) in 50 mL MeOH was added (1-Oxo-1,3-dihydro-2-benzofuran-5-yl)acetaldehyde (235 mg, 1.3 mmol) and the mixture was stirred at RT overnight. Then saturated Na2CO3 (50 mL) was added and stirred for 30 min and extracted with EtOAc (3×50 mL). The combined organic layers were washed with water and brine, dried over anhydrous sodium sulfate, and c... Reactants: O=C1OCC2=C1C=CC(=C2)CC=O ((1-Oxo-1,3-dihydro-2-benzofuran-5-yl)acetaldehyde), O=C1N(CCNC1)CC1CC2=CC=C(C=C2C1)C#N (2-[(2-Oxopiperazin-1-yl)methyl]-2,3-dihydro-1H-indene-5-carbonitrile), [BH3-]C#N.[Na+] (NaBH3CN), CC(=O)O (HOAc), C(=O)([O-])[O-].[Na+].[Na+] (Na2CO3). Reaction SMILES: [O:1]=[C:2]1[CH2:7][NH:6][CH2:5][CH2:4][N:3]1[CH2:8][CH:9]1[CH2:17][C:16]2[C:11](=[CH:12][CH:13]=[C:14]([C:18]#[N:19])[CH:15]=2)[CH2:10]1.[BH3-]C#N.[Na+].CC(O)=O.[O:28]=[C:29]1[C:33]2[CH:34]=[CH:35][C:36]([CH2:38][CH:39]=O)=[CH:37][C:32]=2[CH2:31][O:30]1.C([O-])([O-])=O.[Na+].[Na+]>CO>[O:1]=[C:2]1[CH2:7][N:6]([CH2:39][CH2:38][C:36]2[CH:35]=[CH:34][C:33]3[C:29](=[O:28])[O:30][CH2:31][C:32]=3[CH:37]=2)[CH2:5][CH2:4][N:3]1[CH2:8][CH:9]1[CH2:17][C:16]2[C:11](=[CH:12][CH:13]=[C:14]([C:18]#[N:19])[CH:15]=2)[CH2:10]1 |f:1.2,5.6.7|. Run in CO (MeOH). The product is O=C1N(CCN(C1)CCC1=CC2=C(C(OC2)=O)C=C1)CC1CC2=CC=C(C=C2C1)C#N (2-({2-Oxo-4-[2-(1-oxo-1,3-dihydro-2-benzofuran-5-yl)ethyl]piperazin-1-yl}methyl)-2,3-dihydro-1H-indene-5-carbonitrile). The reactants are CC(C)(C)OC(=O)N1Cc2cccc3ncc(n23)C1=O, CCO, Cl. The product is Cl, O=C1NCc2cccc3ncc1n23. RXN SMILES: [C:1]([O:2][C:3](=[O:4])[N:8]1[C:9](=[O:20])[c:10]2[cH:11][n:12][c:13]3[cH:14][cH:15][cH:16][c:17]([n:19]23)[CH2:18]1)([CH3:5])([CH3:6])[CH3:7].[CH3:22][CH2:23][OH:24].[ClH:21]>>[ClH:21].[NH:8]1[C:9](=[O:20])[c:10]2[cH:11][n:12][c:13]3[cH:14][cH:15][cH:16][c:17]([n:19]23)[CH2:18]1. Starting materials: ClC1=CC=2C3=C(C=NC2C=C1)N=C(N3C3=C(C=CC=C3)Cl)CC(=N)NO (2-[8-Chloro-1-(2-chloro-phenyl)-1H-imidazo[4,5-c]quinolin-2-yl]-N-hydroxy-acetamidine), Cl (HCl). The reagents and catalysts are [Ni] (Ni). The solvent is O (water). Run at temperature 2.5 celsius. The product is ClC1=CC=2C3=C(C=NC2C=C1)N=C(N3C3=C(C=CC=C3)Cl)CC(=N)N (2-[8-Chloro-1-(2-chloro-phenyl)-1H-imidazo[4,5-c]quinolin-2-yl]-acetamidine). As a reaction SMILES: [Cl:1][C:2]1[CH:11]=[CH:10][C:9]2[N:8]=[CH:7][C:6]3[N:12]=[C:13]([CH2:22][C:23]([NH:25]O)=[NH:24])[N:14]([C:15]4[CH:20]=[CH:19][CH:18]=[CH:17][C:16]=4[Cl:21])[C:5]=3[C:4]=2[CH:3]=1.Cl>O.[Ni]>[Cl:1][C:2]1[CH:11]=[CH:10][C:9]2[N:8]=[CH:7][C:6]3[N:12]=[C:13]([CH2:22][C:23]([NH2:25])=[NH:24])[N:14]([C:15]4[CH:20]=[CH:19][CH:18]=[CH:17][C:16]=4[Cl:21])[C:5]=3[C:4]=2[CH:3]=1. Procedure: 352 mg (0.91 mmol) of 2-[8-chloro-1-(2-chloro-phenyl)-1H-imidazo[4,5-c]quinolin-2-yl]-N-hydroxy-acetamidine (Example 87), 0.91 ml 1N HCl, in 7.1 ml water are hydrogenated at rt (tlc-control) in the presence of ca. 190 mg Raney-Ni. The catalyst is filtered off and washed with methanol. The solvents are evaporated, the residue is dissolved in CH2Cl2-water-methanol. The two phases are separated and evaporated. From the water phase, a yellow oil separates. The oil is dissolved in hot methanol and di... The reactants are BrC1=CC=C2C(=CNC2=C1)C(=O)O (6-bromoindole-3-carboxylic acid), C[Si](C)(C)C=[N+]=[N-] ((trimethylsilyl)diazomethane). Solvent: CO (methanol). The product is COC(=O)C1=CNC2=CC(=CC=C12)Br (6-Bromo-1H-indole-3-carboxylic acid methyl ester). The yield is 100.0%. RXN SMILES: [Br:1][C:2]1[CH:10]=[C:9]2[C:5]([C:6]([C:11]([OH:13])=[O:12])=[CH:7][NH:8]2)=[CH:4][CH:3]=1.[CH3:14][Si](C=[N+]=[N-])(C)C>CO>[CH3:14][O:12][C:11]([C:6]1[C:5]2[C:9](=[CH:10][C:2]([Br:1])=[CH:3][CH:4]=2)[NH:8][CH:7]=1)=[O:13]. Procedure details: To a solution of 6-bromoindole-3-carboxylic acid (960 mg, 4.00 mmol) in methanol (9.5 mL) is added (trimethylsilyl)diazomethane (2.0 M solution in hexanes, ca 9 mL) over two minutes at room temperature. The yellow mixture is concentrated under reduced pressure. The residue is redissolved in methanol and concentrated under reduced pressure. This process is repeated several times to give the title compound as a solid (100%). ES/MS m/e 256.0 (M+2). The reactants are C(C)(C)(C)OC(CN1C(=C(C2=CC(=CC=C12)F)C1=NN(S(C2=C1C=CC=C2)(=O)=O)CC2=CC(=CC=C2)Cl)C)=O ({3-[2-(3-Chloro-benzyl)-1,1-dioxo-1,2-dihydro-1λ6-benzo[e][1,2,3]thiadiazin-4-yl]-5-fluoro-2-methyl-indol-1-yl}-acetic acid tert-butyl ester), C(=O)(C(F)(F)F)O (TFA). As a reaction SMILES: C([O:5][C:6](=[O:39])[CH2:7][N:8]1[C:16]2[C:11](=[CH:12][C:13]([F:17])=[CH:14][CH:15]=2)[C:10]([C:18]2[C:23]3[CH:24]=[CH:25][CH:26]=[CH:27][C:22]=3[S:21](=[O:29])(=[O:28])[N:20]([CH2:30][C:31]3[CH:36]=[CH:35][CH:34]=[C:33]([Cl:37])[CH:32]=3)[N:19]=2)=[C:9]1[CH3:38])(C)(C)C.C(O)(C(F)(F)F)=O>>[Cl:37][C:33]1[CH:32]=[C:31]([CH:36]=[CH:35][CH:34]=1)[CH2:30][N:20]1[N:19]=[C:18]([C:10]2[C:11]3[C:16](=[CH:15][CH:14]=[C:13]([F:17])[CH:12]=3)[N:8]([CH2:7][C:6]([OH:39])=[O:5])[C:9]=2[CH3:38])[C:23]2[CH:24]=[CH:25][CH:26]=[CH:27][C:22]=2[S:21]1(=[O:28])=[O:29]. The product is ClC=1C=C(CN2S(C3=C(C(=N2)C2=C(N(C4=CC=C(C=C24)F)CC(=O)O)C)C=CC=C3)(=O)=O)C=CC1 ({3-[2-(3-Chloro-benzyl)-1,1-dioxo-1,2-dihydro-1λ6-benzo[e][1,2,3]thiadiazin-4-yl]-5-fluoro-2-methyl-indol-1-yl}-acetic acid). Reported procedure: {3-[2-(3-Chloro-benzyl)-1,1-dioxo-1,2-dihydro-1λ6-benzo[e][1,2,3]thiadiazin-4-yl]-5-fluoro-2-methyl-indol-1-yl}-acetic acid tert-butyl ester (61 μmol) was treated with TFA (2 mL) for 2 hours, concentrated, and purified by preparative LCMS to give the title compound. 1H NMR (d6-DMSO) δ 8.18 (d, 1H), 7.92 (t, 1H), 7.84 (t, 1H), 7.45 (m, 6H), 6.90 (dt, 1H), 6.61 (dd, 1H), 5.10 (bs, 2H), 4.52 (s, 2H), 2.09 (s, 3H) ppm. MS calculated for C25H19FClN3O4S—H: 510, observed: 510. The reactants are C(C1=CC=CC=C1)N1C(N(CN(C1)CC1=C(C=C(C=C1)OC)OC)C=1C=NN(C1)CC=1C(=NOC1C)C)=O (1-benzyl-5-(2,4-dimethoxybenzyl)-3-(1-((3,5-dimethylisoxazol-4-yl)methyl)-1H-pyrazol-4-yl)-1,3,5-triazinan-2-one), C1(=CC=CC=C1)OC (anisole), FC(C(=O)O)(F)F.ClCCl (trifluoroacetic acid dichloromethane). The solvent is ClCCl (dichloromethane). Product: C(C1=CC=CC=C1)N1C(N(CNC1)C=1C=NN(C1)CC=1C(=NOC1C)C)=O (1-benzyl-3-(1-((3,5-dimethylisoxazol-4-yl)methyl)-1H-pyrazol-4-yl)-1,3,5-triazinan-2-one). Isolated yield 57.6%. As a reaction SMILES: [CH2:1]([N:8]1[CH2:13][N:12](CC2C=CC(OC)=CC=2OC)[CH2:11][N:10]([C:25]2[CH:26]=[N:27][N:28]([CH2:30][C:31]3[C:32]([CH3:37])=[N:33][O:34][C:35]=3[CH3:36])[CH:29]=2)[C:9]1=[O:38])[C:2]1[CH:7]=[CH:6][CH:5]=[CH:4][CH:3]=1.C1(OC)C=CC=CC=1.FC(F)(F)C(O)=O.ClCCl>ClCCl>[CH2:1]([N:8]1[CH2:13][NH:12][CH2:11][N:10]([C:25]2[CH:26]=[N:27][N:28]([CH2:30][C:31]3[C:32]([CH3:37])=[N:33][O:34][C:35]=3[CH3:36])[CH:29]=2)[C:9]1=[O:38])[C:2]1[CH:3]=[CH:4][CH:5]=[CH:6][CH:7]=1 |f:2.3|. Procedure details: 1-benzyl-5-(2,4-dimethoxybenzyl)-3-(1-((3,5-dimethylisoxazol-4-yl)methyl)-1H-pyrazol-4-yl)-1,3,5-triazinan-2-one (example 9-6a) (44 mg, 0.09 mmol), anisole (9 mg, 0.09 mmol), and 50% trifluoroacetic acid/dichloromethane solution (1 mL) in dichloromethane (1 mL) were stirred at room temperature for 2 hours. The reaction was concentrated, quenched with saturated sodium bicarbonate (50 mL), extracted with ethyl acetate (2×, 50 mL) and washed with brine (50 mL). The combined organic extracts were dr... Reactants: C1(=CC=CC=C1)CCN(C=1SC=C(N1)C1=CC=CC=C1)CC1=CC=C(COC2=CC=C(C=C2)CCC(=O)OC)C=C1 (methyl 3-[4-[[4-[[(2-phenylethyl)(4-phenyl-1,3-thiazol-2-yl)amino]methyl]benzyl]oxy]phenyl]propanoate), O1CCCC1 (tetrahydrofuran), O.[OH-].[Li+] (lithium hydroxide monohydrate), Cl (hydrochloric acid). Solvent: O (water), CO (methanol). Conditions: time 3 hour. Product: C1(=CC=CC=C1)CCN(C=1SC=C(N1)C1=CC=CC=C1)CC1=CC=C(COC2=CC=C(C=C2)CCC(=O)O)C=C1 (3-[4-[[4-[[(2-phenylethyl)(4-phenyl-1,3-thiazol-2-yl)amino]methyl]benzyl]oxy]phenyl]propanoic acid). Isolated yield 61.5%. As a reaction SMILES: [C:1]1([CH2:7][CH2:8][N:9]([CH2:21][C:22]2[CH:41]=[CH:40][C:25]([CH2:26][O:27][C:28]3[CH:33]=[CH:32][C:31]([CH2:34][CH2:35][C:36]([O:38]C)=[O:37])=[CH:30][CH:29]=3)=[CH:24][CH:23]=2)[C:10]2[S:11][CH:12]=[C:13]([C:15]3[CH:20]=[CH:19][CH:18]=[CH:17][CH:16]=3)[N:14]=2)[CH:6]=[CH:5][CH:4]=[CH:3][CH:2]=1.O1CCCC1.O.[OH-].[Li+].Cl>O.CO>[C:1]1([CH2:7][CH2:8][N:9]([CH2:21][C:22]2[CH:23]=[CH:24][C:25]([CH2:26][O:27][C:28]3[CH:29]=[CH:30][C:31]([CH2:34][CH2:35][C:36]([OH:38])=[O:37])=[CH:32][CH:33]=3)=[CH:40][CH:41]=2)[C:10]2[S:11][CH:12]=[C:13]([C:15]3[CH:20]=[CH:19][CH:18]=[CH:17][CH:16]=3)[N:14]=2)[CH:6]=[CH:5][CH:4]=[CH:3][CH:2]=1 |f:2.3.4|. Procedure: A mixture of methyl 3-[4-[[4-[[(2-phenylethyl)(4-phenyl-1,3-thiazol-2-yl)amino]methyl]benzyl]oxy]phenyl]propanoate (270 mg, 0.480 mmol), tetrahydrofuran (15 mL), methanol (10 mL), water (10 mL) and lithium hydroxide monohydrate (60.4 mg, 1.44 mmol) was stirred at room temperature for 3 hr. The reaction mixture was neutralized with 1N hydrochloric acid, and extracted with ethyl acetate. The organic layer was washed with saturated brine and dried over magnesium sulfate, and the solvent was evapora... The reactants are C(CC)P(=O)(CCC)C1=CC=C(C=C1)NC1=C2N=CN(C2=NC(=N1)C(C)C)C1OCCCC1 (N-(4-(Dipropylphosphoryl)phenyl)-2-isopropyl-9-(tetrahydro-2H-pyran-2-yl)-9H-purin-6-amine), C(=O)(C(F)(F)F)O.C(Cl)Cl (TFA DCM). Reaction conditions: time 15 minute. Yields the product C(CC)P(=O)(CCC)C1=CC=C(C=C1)NC1=C2N=CNC2=NC(=N1)C(C)C (N-(4-(Dipropylphosphoryl)phenyl)-2-isopropyl-9H-purin-6-amine). RXN SMILES: [CH2:1]([P:4]([C:9]1[CH:14]=[CH:13][C:12]([NH:15][C:16]2[N:24]=[C:23]([CH:25]([CH3:27])[CH3:26])[N:22]=[C:21]3[C:17]=2[N:18]=[CH:19][N:20]3C2CCCCO2)=[CH:11][CH:10]=1)([CH2:6][CH2:7][CH3:8])=[O:5])[CH2:2][CH3:3].C(O)(C(F)(F)F)=O.C(Cl)Cl>>[CH2:1]([P:4]([C:9]1[CH:14]=[CH:13][C:12]([NH:15][C:16]2[N:24]=[C:23]([CH:25]([CH3:27])[CH3:26])[N:22]=[C:21]3[C:17]=2[N:18]=[CH:19][NH:20]3)=[CH:11][CH:10]=1)([CH2:6][CH2:7][CH3:8])=[O:5])[CH2:2][CH3:3] |f:1.2|. Procedure details: N-(4-(Dipropylphosphoryl)phenyl)-2-isopropyl-9-(tetrahydro-2H-pyran-2-yl)-9H-purin-6-amine (0.23 g) was added 50%/50% TFA/DCM (6 mL) and the resulting solution was stirred at rt for 15 min. HPLC showed the completion of the reaction. Solvent was removed on a rotavapor. The residue was dissolved in 30 mL ethyl acetate and the organic solution was washed 5% NaHCO3 (10 mL), brine (10 mL) and dried over anhydrous Na2SO4. The final product was obtained by flash column chromatography on silica gel (10... The reactants are C(C)(=O)O (Acetic acid), C(C)(=O)O[BH-](OC(C)=O)OC(C)=O.[Na+] (sodium triacetoxyborohydride), ClC1=CC=C(C=N1)OC(C=O)(C)C (2-(6-Chloropyridin-3-yloxy)-2-methylpropanal), ClC1=CC=C(C=N1)OC(C=O)(C)C (2-(6-Chloropyridin-3-yloxy)-2-methylpropanal), C(=O)=O.C(C)#N (dry ice acetonitrile), N1CCC1 (Azetidine). Run in ClCCl (dichloromethane). Reaction conditions: time 5 minute. Yields the product N1(CCC1)CC(OC=1C=CC(=NC1)Cl)(C)C (5-(2-azetidin-1-yl-1,1-dimethyl-ethoxy)-2-chloro-pyridin). Yield: 88.0%. As a reaction SMILES: [Cl:1][C:2]1[N:7]=[CH:6][C:5]([O:8][C:9]([CH3:13])([CH3:12])[CH:10]=O)=[CH:4][CH:3]=1.C(=O)=O.C(#N)C.C(O)(=O)C.C(O[BH-](OC(=O)C)OC(=O)C)(=O)C.[Na+].[NH:38]1[CH2:41][CH2:40][CH2:39]1>ClCCl>[N:38]1([CH2:10][C:9]([CH3:13])([CH3:12])[O:8][C:5]2[CH:4]=[CH:3][C:2]([Cl:1])=[N:7][CH:6]=2)[CH2:41][CH2:40][CH2:39]1 |f:1.2,4.5|. Procedure details: 2-(6-Chloropyridin-3-yloxy)-2-methylpropanal [prepared according to US2012/40949 A1] (28 g, 140 mmol, Eq: 1.00) was taken up in dry dichloromethane (252 ml) and cooled to −10° C. (dry ice/acetonitrile cooling bath) under nitrogen atmosphere. Acetic acid (10.4 ml, 182 mmol) and sodium triacetoxyborohydride (41.6 g, 196 mmol) were added. Azetidine (17 ml, 252 mmol) was next added via drop-wise addition over 6 minutes, with efficient stirring. After complete addition the mixture was stirred for 5 m...